The task is: describe an organic reaction: reactants, conditions, products, and yield. This data is from the Open Reaction Database (ORD), a public repository of structured organic reaction records. Reactants: NC=1C=CC(=NC1)OC=1C=C2CCC(OC2=CC1)C1=CC=CC=C1 (5-amino-2-(2-phenylchroman-6-yloxy)pyridine), [N+](=O)([O-])C=1C=CC(=NC1)OC=1C=C2CCC(OC2=CC1)C1=C(C=CC=C1)[N+](=O)[O-] (5-nitro-2-[2-(2-nitrophenyl)chroman-6-yloxy]pyridine). The reagents and catalysts are [Zn] (Zn). Yields the product NC1=C(C=CC=C1)C1OC2=CC=C(C=C2CC1)OC1=CC=C(C=N1)N (6-[2-(2-Aminophenyl)chroman-6-yloxy]-pyridin-3-ylamine). Reaction SMILES: NC1C=CC(OC2C=C3C(=CC=2)OC(C2C=CC=CC=2)CC3)=NC=1.[N+:25]([C:28]1[CH:29]=[CH:30][C:31]([O:34][C:35]2[CH:36]=[C:37]3[C:42](=[CH:43][CH:44]=2)[O:41][CH:40]([C:45]2[CH:50]=[CH:49][CH:48]=[CH:47][C:46]=2[N+:51]([O-])=O)[CH2:39][CH2:38]3)=[N:32][CH:33]=1)([O-])=O>[Zn]>[NH2:51][C:46]1[CH:47]=[CH:48][CH:49]=[CH:50][C:45]=1[CH:40]1[CH2:39][CH2:38][C:37]2[C:42](=[CH:43][CH:44]=[C:35]([O:34][C:31]3[N:32]=[CH:33][C:28]([NH2:25])=[CH:29][CH:30]=3)[CH:36]=2)[O:41]1. Procedure: 6-[2-(2-Aminophenyl)chroman-6-yloxy]-pyridin-3-ylamine was prepared as described for 5-amino-2-(2-phenylchroman-6-yloxy)pyridine in Example 26 using 100 mg 5-nitro-2-[2-(2-nitrophenyl)chroman-6-yloxy]pyridine (Example 89(d)) and 700 mg of Zn. 1H NMR (300 MHz, d6-DMSO) δ: 7.51 (d, 1H, J 2.9 Hz), 7.15-7.18 (m, 1H), 7.05 (dd, 1H, J 8.6, 2.9 Hz), 6.98-7.00 (m, 1H), 6.77 (d, 1H, J 8.6 Hz), 6.73-6.75 (m, 2H), 6.66-6.71 (m, 2H), 6.56-6.61 (m, 1H), 5.11 (dd, 1H, J 10.4, 2.0 Hz), 5.01 (s, 2H), 4.99 (s, 2...